This data is from the Open Reaction Database (ORD), a public repository of structured organic reaction records. The task is: describe an organic reaction: reactants, conditions, products, and yield Starting materials: O=C1CCC(=O)N1Br, O=C(OOC(=O)c1ccccc1)c1ccccc1, ClC(Cl)(Cl)Cl, CCOC(=O)c1sc(-c2cccc(OC)c2)nc1C. Product: CCOC(=O)c1sc(-c2cccc(OC)c2)nc1CBr. RXN SMILES: [Br:20][N:21]1[C:22](=[O:23])[CH2:24][CH2:25][C:26]1=[O:27].[C:28]([O:29][O:30][C:31](=[O:32])[c:33]1[cH:34][cH:35][cH:36][cH:37][cH:38]1)(=[O:39])[c:40]1[cH:41][cH:42][cH:43][cH:44][cH:45]1.[C:46]([Cl:47])([Cl:48])([Cl:49])[Cl:50].[CH2:1]([CH3:2])[O:3][C:4](=[O:5])[c:6]1[c:7]([CH3:19])[n:8][c:9](-[c:11]2[cH:12][c:13]([O:17][CH3:18])[cH:14][cH:15][cH:16]2)[s:10]1>>[CH2:1]([CH3:2])[O:3][C:4](=[O:5])[c:6]1[c:7]([CH2:19][Br:20])[n:8][c:9](-[c:11]2[cH:12][c:13]([O:17][CH3:18])[cH:14][cH:15][cH:16]2)[s:10]1. The reactants are CSc1ccc(Nc2nc(C)nc3ccccc23)cc1, CI, CCOC(C)=O, [H-], [Na+], CN(C)C=O. Product: CSc1ccc(N(C)c2nc(C)nc3ccccc23)cc1. As a reaction SMILES: [CH3:1][S:2][c:3]1[cH:4][cH:5][c:6]([NH:9][c:10]2[n:11][c:12]([CH3:20])[n:13][c:14]3[cH:15][cH:16][cH:17][cH:18][c:19]23)[cH:7][cH:8]1.[CH3:23][I:24].[CH3:30][CH2:31][O:32][C:33]([CH3:34])=[O:35].[H-:21].[Na+:22].[O:25]=[CH:26][N:27]([CH3:28])[CH3:29]>>[CH3:1][S:2][c:3]1[cH:4][cH:5][c:6]([N:9]([c:10]2[n:11][c:12]([CH3:20])[n:13][c:14]3[cH:15][cH:16][cH:17][cH:18][c:19]23)[CH3:23])[cH:7][cH:8]1. The reactants are C(C)(=O)C1=C(C=CC(=C1)Cl)NS(=O)(=O)C(F)(F)F (N-(2-acetyl-4-chlorophenyl)trifluoromethanesulfonamide), Cl.FC(C1=C(CON)C=CC(=C1)C(F)(F)F)(F)F (O-(2,4-bistrifluoromethylbenzyl)hydroxylamine hydrochloride), CC(=O)[O-].[Na+] (NaOAc). Run in CCO (EtOH). Yields the product FC(C1=C(CON=C(C)C2=C(C=CC(=C2)Cl)NS(=O)(=O)C(F)(F)F)C=CC(=C1)C(F)(F)F)(F)F (N-{2-[1-(2,4-bistrifluoromethylbenzyloxyimino)ethyl]-4-chlorophenyl}trifluoromethanesulfonamide). Yield: 88.4%. RXN SMILES: [C:1]([C:4]1[CH:9]=[C:8]([Cl:10])[CH:7]=[CH:6][C:5]=1[NH:11][S:12]([C:15]([F:18])([F:17])[F:16])(=[O:14])=[O:13])(=O)[CH3:2].Cl.[F:20][C:21]([F:36])([F:35])[C:22]1[CH:30]=[C:29]([C:31]([F:34])([F:33])[F:32])[CH:28]=[CH:27][C:23]=1[CH2:24][O:25][NH2:26].CC([O-])=O.[Na+]>CCO>[F:20][C:21]([F:35])([F:36])[C:22]1[CH:30]=[C:29]([C:31]([F:34])([F:32])[F:33])[CH:28]=[CH:27][C:23]=1[CH2:24][O:25][N:26]=[C:1]([C:4]1[CH:9]=[C:8]([Cl:10])[CH:7]=[CH:6][C:5]=1[NH:11][S:12]([C:15]([F:18])([F:17])[F:16])(=[O:14])=[O:13])[CH3:2] |f:1.2,3.4|. Reported procedure: A solution of N-(2-acetyl-4-chlorophenyl)trifluoromethanesulfonamide 19 (150 mg, 0.50 mmol), O-(2,4-bistrifluoromethylbenzyl)hydroxylamine hydrochloride (154 mg, 0.52 mmol) and anhydrous NaOAc (43 mg, 0.52 mmol) in EtOH (20 mL) was stirred for 15 h at RT. The reaction mixture was concentrated under vacuum and the residue filtered through a pad of silica (eluting with CH2Cl2/PE, 7:3). Purification by radial thin layer chromatography (eluting with CH2Cl2/PE, 7.5:92.5 to 1:9) afforded a pale yellow...